From a dataset of the Open Reaction Database (ORD), a public repository of structured organic reaction records. describe an organic reaction: reactants, conditions, products, and yield Reactants: C[O-].[Na+] (Sodium methoxide), [Na] (sodium), BrC1=C(N=C(S1)N)CC (5-bromo-4-ethyl-thiazol-2-ylamine). Solvent: CO (MeOH). Run at temperature 0 celsius, time 45 minute. The product is C(C)C=1N=C(SC1OC)N (4-Ethyl-5-methoxy-thiazol-2-ylamine). RXN SMILES: [CH3:1][O-:2].[Na+].[Na].Br[C:6]1[S:10][C:9]([NH2:11])=[N:8][C:7]=1[CH2:12][CH3:13]>CO>[CH2:12]([C:7]1[N:8]=[C:9]([NH2:11])[S:10][C:6]=1[O:2][CH3:1])[CH3:13] |f:0.1,^1:3|. Procedure details: Sodium methoxide was freshly prepared by dissolving 0.186 g (8.1 mmol) of sodium metal in 12 mL of abs. MeOH. After cooling to 0° C., 5-bromo-4-ethyl-thiazol-2-ylamine (0.519 g, 2.51 mmol) was added and the cooling bath removed. After 45 min, TLC indicated the absence of starting material. The reaction mixture was poured onto crashed ice, twofold extracted with ethyl acetate, washed with brine, dried over sodium sulfate, and evaporated to dryness. Thereby, 0.298 g of the title compound was obtai...